Dataset: the Open Reaction Database (ORD), a public repository of structured organic reaction records. Task: describe an organic reaction: reactants, conditions, products, and yield Reactants: Cl (HCl), CN(C1=CC(=C(C=N1)C=1C(=NN2C1N=C(C=C2N(CCC)CCC)C)C)C)C (3-[6-(dimethylamino)-4-methyl-3-pyridinyl]-2,5-dimethyl-N,N-dipropylpyrazolo[2,3-a]-pyrimidin-7-amine), Cl (hydrochloric acid), CN(C1=CC(=C(C=N1)C=1C(=NN2C1N=C(C=C2N(CCC)CCC)C)C)C)C (3-[6-(dimethylamino)-4-methyl-3-pyridinyl]-2,5-dimethyl-N,N-dipropylpyrazolo[2,3-a]-pyrimidin-7-amine). Solvent: C(C)OCC (diethyl ether), C(Cl)Cl (DCM), C(C)OCC (diethyl ether). Product: Cl.CN(C1=CC(=C(C=N1)C=1C(=NN2C1N=C(C=C2N(CCC)CCC)C)C)C)C (3-[6-(dimethylamino)-4-methyl-3-pyridinyl]-2,5-dimethyl-N,N-dipropyl-pyrazolo[2,3-a]pyrimidin-7-amine monohydrochloride). The yield is 98.0%. RXN SMILES: [CH3:1][N:2]([CH3:28])[C:3]1[N:8]=[CH:7][C:6]([C:9]2[C:10]([CH3:26])=[N:11][N:12]3[C:17]([N:18]([CH2:22][CH2:23][CH3:24])[CH2:19][CH2:20][CH3:21])=[CH:16][C:15]([CH3:25])=[N:14][C:13]=23)=[C:5]([CH3:27])[CH:4]=1.[ClH:29]>C(OCC)C.C(Cl)Cl>[ClH:29].[CH3:28][N:2]([CH3:1])[C:3]1[N:8]=[CH:7][C:6]([C:9]2[C:10]([CH3:26])=[N:11][N:12]3[C:17]([N:18]([CH2:19][CH2:20][CH3:21])[CH2:22][CH2:23][CH3:24])=[CH:16][C:15]([CH3:25])=[N:14][C:13]=23)=[C:5]([CH3:27])[CH:4]=1 |f:4.5|. Procedure: Compound 53 was also converted to its hydrochloric acid addition salt by dissolving compound 53 (8.1 g) in a mixture of diethyl ether (150 ml) and DCM (50 ml) and treating said mixture with HCl in diethyl ether (1 M, 21.3 ml) dropwise with stirring. The resulting off-white solid was collected by filtration, yielding 8.7 g (98%) of 3-[6-(dimethylamino)-4-methyl-3-pyridinyl]-2,5-dimethyl-N,N-dipropyl-pyrazolo[2,3-a]pyrimidin-7-amine monohydrochloride. Starting materials: CC1(C)C(=O)N(Br)C(=O)N1Br, CC(C)(C)[Si](C)(C)OCCCCc1ccc2c(N)ncnn12, C1CCOC1. Product: CC(C)(C)[Si](C)(C)OCCCCc1cc(Br)c2c(N)ncnn12. Reaction SMILES: [Br:23][N:24]1[C:25]([CH3:26])([CH3:27])[C:28](=[O:29])[N:30]([Br:31])[C:32]1=[O:33].[C:1]([CH3:2])([CH3:3])([CH3:4])[Si:5]([O:6][CH2:7][CH2:8][CH2:9][CH2:10][c:11]1[cH:12][cH:13][c:14]2[c:15]([NH2:20])[n:16][cH:17][n:18][n:19]12)([CH3:21])[CH3:22].[O:34]1[CH2:35][CH2:36][CH2:37][CH2:38]1>>[C:1]([CH3:2])([CH3:3])([CH3:4])[Si:5]([O:6][CH2:7][CH2:8][CH2:9][CH2:10][c:11]1[cH:12][c:13]([Br:23])[c:14]2[c:15]([NH2:20])[n:16][cH:17][n:18][n:19]12)([CH3:21])[CH3:22]. Reactants: TEA, NC=1C=C(C(=C(C1)CN(C(=O)C(C1=CC(=C(C=C1)[C@H](CO)C)C)NC=1C=C2C=CN=C(C2=CC1F)N(C(OC(C)(C)C)=O)C(=O)OC(C)(C)C)C)S(=O)(=O)C(C)C)F (tert-Butyl N-(6-{[({[5-amino-3-fluoro-2-(propane-2-sulfonyl)phenyl]methyl}(methyl)carbamoyl)({4-[(2R)-1-hydroxypropan-2-yl]-3-methylphenyl})methyl]amino}-7-fluoroisoquinolin-1-yl)-N-[(tert-butoxy)carbonyl]carbamate), C(=O)(Cl)Cl (phosgene). Solvent: C(Cl)Cl (CH2Cl2), C(C)#N (acetonitrile), ClCCl (dichloromethane). Conditions: temperature 0 celsius, time 5 minute. Product: C(C)(C)(C)OC(=O)N(C(OC(C)(C)C)=O)C1=NC=CC2=CC(=C(C=C12)F)N[C@@H]1C2=CC(=C([C@H](COC(NC=3C=C(C(=C(CN(C1=O)C)C3)S(=O)(=O)C(C)C)F)=O)C)C=C2)C (tert-Butyl N-[(tert-butoxy)carbonyl]-N-(7-fluoro-6-{[(2R,15R)-8-fluoro-4,15,17-trimethyl-3,12-dioxo-7-(propane-2-sulfonyl)-13-oxa-4,11-diazatricyclo[14.2.2.16,10]henicosa-1(18),6,8,10 (21),16,19-hexaen-2-yl]amino}isoquinolin-1-yl)carbamate). Yield: 21.8%. Reaction SMILES: [NH2:1][C:2]1[CH:3]=[C:4]([F:58])[C:5]([S:52]([CH:55]([CH3:57])[CH3:56])(=[O:54])=[O:53])=[C:6]([CH2:8][N:9]([CH3:51])[C:10]([CH:12]([NH:24][C:25]2[CH:26]=[C:27]3[C:32](=[CH:33][C:34]=2[F:35])[C:31]([N:36]([C:44]([O:46][C:47]([CH3:50])([CH3:49])[CH3:48])=[O:45])[C:37](=[O:43])[O:38][C:39]([CH3:42])([CH3:41])[CH3:40])=[N:30][CH:29]=[CH:28]3)[C:13]2[CH:18]=[CH:17][C:16]([C@@H:19]([CH3:22])[CH2:20][OH:21])=[C:15]([CH3:23])[CH:14]=2)=[O:11])[CH:7]=1.[C:59](Cl)(Cl)=[O:60]>C(#N)C.ClCCl>[C:39]([O:38][C:37]([N:36]([C:31]1[C:32]2[C:27](=[CH:26][C:25]([NH:24][C@H:12]3[C:10](=[O:11])[N:9]([CH3:51])[CH2:8][C:6]4[CH:7]=[C:2]([CH:3]=[C:4]([F:58])[C:5]=4[S:52]([CH:55]([CH3:57])[CH3:56])(=[O:53])=[O:54])[NH:1][C:59](=[O:60])[O:21][CH2:20][C@H:19]([CH3:22])[C:16]4[CH:17]=[CH:18][C:13]3=[CH:14][C:15]=4[CH3:23])=[C:34]([F:35])[CH:33]=2)[CH:28]=[CH:29][N:30]=1)[C:44](=[O:45])[O:46][C:47]([CH3:48])([CH3:49])[CH3:50])=[O:43])([CH3:42])([CH3:40])[CH3:41]. Procedure details: A solution of 34A (170 mg, 0.206 mmol) in acetonitrile (3 mL) and dichloromethane (6 mL) was cooled to 0° C. To this solution, was added phosgene (20% in toluene, 0.112 mL, 0.226 mmol). The mixture was stirred at 0° C. for 5 min, and rt for 1 h. The mixture was bubbled with Ar for 10 min to remove excess phosgene. The resulting solution was added dropwise over 3 h via syringe pump into a solution of TEA (0.287 mL, 2.058 mmol) in CH2Cl2 (260 mL). The solution was stirred for 16 h, and then concen... The reactants are C1CCOC1, O=Cc1ccccc1F, CCOC(=O)C(CC)=P(c1ccccc1)(c1ccccc1)c1ccccc1. Product: CCOC(=O)C(=Cc1ccccc1F)CC. Reaction SMILES: [CH2:37]1[O:38][CH2:39][CH2:40][CH2:41]1.[F:1][c:2]1[c:3]([CH:4]=[O:5])[cH:6][cH:7][cH:8][cH:9]1.[c:10]1([P:11]([c:12]2[cH:13][cH:14][cH:15][cH:16][cH:25]2)(=[C:17]([C:18](=[O:19])[O:20][CH2:21][CH3:22])[CH2:23][CH3:24])[c:26]2[cH:27][cH:28][cH:29][cH:30][cH:31]2)[cH:32][cH:33][cH:34][cH:35][cH:36]1>>[F:1][c:2]1[c:3]([CH:4]=[C:17]([C:18](=[O:19])[O:20][CH2:21][CH3:22])[CH2:23][CH3:24])[cH:6][cH:7][cH:8][cH:9]1. Starting materials: C(C=O)(=O)O (glyoxylic acid), O.C(C=O)(=O)O (glyoxylic acid monohydrate), OS(=O)(=O)O (H2SO4), ClC=1C=C(C=C(C1C1=NC=CC=C1)Cl)N1NC(NC1=O)(C)C (1-[3,5-dichloro-4-(2-pyridyl)phenyl]-3,3-dimethyl-1,2,4-triazolidin-5-one). The solvent is O1CCOCC1 (dioxane). Run at time 2 hour. Yields the product ClC=1C=C(C=C(C1C1=NC=CC=C1)Cl)N1NC(NC(C1)=O)=O (1-[3,5-Dichloro-4-(2-pyridyl)-phenyl]-1,2,4-triazine-3,5-(2H,4H)-dione). As a reaction SMILES: [Cl:1][C:2]1[CH:3]=[C:4]([N:15]2C(=O)[NH:18][C:17](C)(C)[NH:16]2)[CH:5]=[C:6]([Cl:14])[C:7]=1[C:8]1[CH:13]=[CH:12][CH:11]=[CH:10][N:9]=1.O.[C:24]([OH:28])(=O)[CH:25]=O.[OH:29]S(O)(=O)=O.C(O)(=O)C=O>O1CCOCC1>[Cl:1][C:2]1[CH:3]=[C:4]([N:15]2[CH2:25][C:24](=[O:28])[NH:18][C:17](=[O:29])[NH:16]2)[CH:5]=[C:6]([Cl:14])[C:7]=1[C:8]1[CH:13]=[CH:12][CH:11]=[CH:10][N:9]=1 |f:1.2|. Reported procedure: 3 g (8.5 mmol) of 1-[3,5-dichloro-4-(2-pyridyl)phenyl]-3,3-dimethyl-1,2,4-triazolidin-5-one are dissolved in 50 ml of dioxane, and 0.78 g (8.5 mmol) of glyoxylic acid monohydrate and 0.1 ml of concentrated H2SO4 are added. The mixture is initially stirred at room temperature for 2 h and then a further 0.8 g of glyoxylic acid is added. After the reaction mixture has been stirred under reflux for 5 h it is poured onto water and extracted 3 × with ethyl acetate. The solvent is stripped off in vacuo... Reactants: C(C)[Si]1(CCC(CC1)=O)C1=CC=C(C=C1)C (4-ethyl-4-p-tolyl-4-silacyclohexanone), FC1=CC=C(C=C1)C1=CC=C(C=C1)[Mg]Br (4-(4-fluorophenyl)phenyl magnesium bromide), alcohol. The product is FC1=CC=C(C=C1)C1=CC=C(C=C1)C1CC[Si](CC1)(C1=CC=C(C=C1)C)CC (4-(4-(4-fluorophenyl)phenyl)-1-ethyl-1-p-tolyl-1-silacyclohexane). RXN SMILES: [CH2:1]([Si:3]1([C:10]2[CH:15]=[CH:14][C:13]([CH3:16])=[CH:12][CH:11]=2)[CH2:8][CH2:7][C:6](=O)[CH2:5][CH2:4]1)[CH3:2].[F:17][C:18]1[CH:23]=[CH:22][C:21]([C:24]2[CH:29]=[CH:28][C:27]([Mg]Br)=[CH:26][CH:25]=2)=[CH:20][CH:19]=1>>[F:17][C:18]1[CH:19]=[CH:20][C:21]([C:24]2[CH:29]=[CH:28][C:27]([CH:6]3[CH2:7][CH2:8][Si:3]([CH2:1][CH3:2])([C:10]4[CH:15]=[CH:14][C:13]([CH3:16])=[CH:12][CH:11]=4)[CH2:4][CH2:5]3)=[CH:26][CH:25]=2)=[CH:22][CH:23]=1. Procedure details: Using the same method as Example 14, 23.2 g of 4-ethyl-4-p-tolyl-4-silacyclohexanone was reacted with 4-(4-fluorophenyl)phenyl magnesium bromide; the alcohol generated was treated with a dehydration reaction followed by catalytic reduction to obtain 4-(4-(4-fluorophenyl)phenyl)-1-ethyl-1-p-tolyl-1-silacyclohexane; this was then reacted with iodine monochloride; and then the product was reduced using lithium aluminum hydride to obtain 2.12 g (yield 71%) of the target product. Reactants: COc1ccccc1-c1cccc(C(C)(O)c2cccc(-c3ccccc3)c2OCc2ccccc2)c1, Cc1ccccc1, CCOC(C)=O, Cc1ccc(S(=O)(=O)O)cc1. The product is C=C(c1cccc(-c2ccccc2OC)c1)c1cccc(-c2ccccc2)c1OCc1ccccc1. As a reaction SMILES: [CH2:1]([c:2]1[cH:3][cH:4][cH:5][cH:6][cH:7]1)[O:8][c:9]1[c:10](-[c:32]2[cH:33][cH:34][cH:35][cH:36][cH:37]2)[cH:11][cH:12][cH:13][c:14]1[C:15]([CH3:16])([OH:17])[c:18]1[cH:19][c:20](-[c:24]2[c:25]([O:30][CH3:31])[cH:26][cH:27][cH:28][cH:29]2)[cH:21][cH:22][cH:23]1.[CH3:49][c:50]1[cH:51][cH:52][cH:53][cH:54][cH:55]1.[CH3:56][CH2:57][O:58][C:59](=[O:60])[CH3:61].[c:38]1([CH3:39])[cH:40][cH:41][c:42]([S:43]([OH:44])(=[O:45])=[O:46])[cH:47][cH:48]1>>[CH2:1]([c:2]1[cH:3][cH:4][cH:5][cH:6][cH:7]1)[O:8][c:9]1[c:10](-[c:32]2[cH:33][cH:34][cH:35][cH:36][cH:37]2)[cH:11][cH:12][cH:13][c:14]1[C:15](=[CH2:16])[c:18]1[cH:19][c:20](-[c:24]2[c:25]([O:30][CH3:31])[cH:26][cH:27][cH:28][cH:29]2)[cH:21][cH:22][cH:23]1.